This data is from the Open Reaction Database (ORD), a public repository of structured organic reaction records. The task is: describe an organic reaction: reactants, conditions, products, and yield The reactants are CN1CCN(CC1)C1=C(C=C(N)C=C1)CN1CCN(CC1)C (4-(4-methylpiperazin-1-yl)-3-[(4-methylpiperazin-1-yl)methyl]aniline), ClC1=CC=NC2=CC(=CC=C12)Cl (4,7-dichloroquinoline), Cl (HCl). The solvent is C(C)#N (acetonitrile). Product: ClC1=CC=C2C(=CC=NC2=C1)NC1=CC(=C(C=C1)N1CCN(CC1)C)CN1CCN(CC1)C (7-chloro-N-[4-(4-methylpiperazin-1-yl)-3-[(4-methylpiperazin-1-yl) methyl]phenyl]quinolin-4-amine). Isolated yield 47.9%. As a reaction SMILES: [CH3:1][N:2]1[CH2:7][CH2:6][N:5]([C:8]2[CH:14]=[CH:13][C:11]([NH2:12])=[CH:10][C:9]=2[CH2:15][N:16]2[CH2:21][CH2:20][N:19]([CH3:22])[CH2:18][CH2:17]2)[CH2:4][CH2:3]1.Cl[C:24]1[C:33]2[C:28](=[CH:29][C:30]([Cl:34])=[CH:31][CH:32]=2)[N:27]=[CH:26][CH:25]=1.Cl>C(#N)C>[Cl:34][C:30]1[CH:29]=[C:28]2[C:33]([C:24]([NH:12][C:11]3[CH:13]=[CH:14][C:8]([N:5]4[CH2:4][CH2:3][N:2]([CH3:1])[CH2:7][CH2:6]4)=[C:9]([CH2:15][N:16]4[CH2:17][CH2:18][N:19]([CH3:22])[CH2:20][CH2:21]4)[CH:10]=3)=[CH:25][CH:26]=[N:27]2)=[CH:32][CH:31]=1. Procedure: 4-(4-methylpiperazin-1-yl)-3-[(4-methylpiperazin-1-yl)methyl]aniline (68 mg, 0.22 mmol) and 4,7-dichloroquinoline (44 mg, 1 eq) were refluxed overnight in 10 mL of acetonitrile with 0.66 mL of HCl 1M. The reaction mixture was then evaporated and purified by preparative thin-layer chromatography (DCM/MeOH/NH4O/18/210.1) to yield expected compound as a pale yellow solid (49 mg, 48% yield). m/z (ESI) 465.2 [M+H]+. Reactants: NC1=CC=C(C=C1)C=1NC2=C(N1)C=C(C=C2)N (2-(4-aminophenyl)-6-amino-benzimidazole), C(C(=O)Cl)(=O)Cl (Oxalyl chloride), COC1CCC(CC1)C(=O)O (4-methoxy-cyclohexane carboxylic acid). Reagents/catalysts: CN(C)C=O (DMF). Run in N1=CC=CC=C1 (pyridine), C(Cl)Cl (CH2Cl2). Run at temperature 60 celsius. Product: C(=O)=C1N=C2C(=N1)C=CC=C2 (carbonyl benzimidazole). Reaction SMILES: [C:1](Cl)(=[O:5])[C:2](Cl)=O.COC1CCC(C(O)=O)CC1.NC1C=CC(C2[NH:26][C:27]3[CH:33]=[CH:32][C:31](N)=[CH:30][C:28]=3[N:29]=2)=CC=1>C(Cl)Cl.CN(C=O)C.N1C=CC=CC=1>[C:1](=[C:2]1[N:29]=[C:28]2[CH:30]=[CH:31][CH:32]=[CH:33][C:27]2=[N:26]1)=[O:5]. Reported procedure: Bis-4-methoxyclohexyl carbonyl benzimidazole was synthesized as follows: Oxalyl chloride, (1.07. ml, 2 M in CH2Cl2) was added to 4-methoxy-cyclohexane carboxylic acid (0.338 g, 2.14 mmole) followed by one drop DMF. The mixture was allowed to react at RT for 1.0 hour. To the above solution was added 2-(4-aminophenyl)-6-amino-benzimidazole (0.200 g, 0.89 mmole) in pyridine (2 ml). The reaction was heated to 60° C. overnight. The reaction was cooled and the precipitate filtered and washed with NaHC... Starting materials: C(C)(C)(C)C1=CC(=NO1)NC(=O)NC1=CC(=CC=C1)S (1-(5-tert-butylisoxazol-3-yl)-3-(3-mercaptophenyl)urea), C(=O)([O-])[O-].[Cs+].[Cs+] (Cs2CO3), Example 44A, ClC1=NC=NC2=CC(=C(C=C12)OCCOC)OCCOC (4-chloro-6,7-bis(2-methoxyethoxy)quinazoline). Solvent: C(C)(C)O (isopropanol). Reaction conditions: temperature 90 celsius. The product is COCCOC=1C=C2C(=NC=NC2=CC1OCCOC)SC=1C=C(C=CC1)NC(=O)NC1=NOC(=C1)C(C)(C)C (1-{3-[6,7-bis(2-methoxyethoxy)quinazolin-4-ylthio]phenyl}-3-(5-tert-butylisoxazol-3-yl)urea). RXN SMILES: [C:1]([C:5]1[O:9][N:8]=[C:7]([NH:10][C:11]([NH:13][C:14]2[CH:19]=[CH:18][CH:17]=[C:16]([SH:20])[CH:15]=2)=[O:12])[CH:6]=1)([CH3:4])([CH3:3])[CH3:2].Cl[C:22]1[C:31]2[C:26](=[CH:27][C:28]([O:37][CH2:38][CH2:39][O:40][CH3:41])=[C:29]([O:32][CH2:33][CH2:34][O:35][CH3:36])[CH:30]=2)[N:25]=[CH:24][N:23]=1.C([O-])([O-])=O.[Cs+].[Cs+]>C(O)(C)C>[CH3:36][O:35][CH2:34][CH2:33][O:32][C:29]1[CH:30]=[C:31]2[C:26](=[CH:27][C:28]=1[O:37][CH2:38][CH2:39][O:40][CH3:41])[N:25]=[CH:24][N:23]=[C:22]2[S:20][C:16]1[CH:15]=[C:14]([NH:13][C:11]([NH:10][C:7]2[CH:6]=[C:5]([C:1]([CH3:4])([CH3:2])[CH3:3])[O:9][N:8]=2)=[O:12])[CH:19]=[CH:18][CH:17]=1 |f:2.3.4|. Reported procedure: As described in Example 50, a mixture of the intermediate 1-(5-tert-butylisoxazol-3-yl)-3-(3-mercaptophenyl)urea described in Example 44A (0.117 g, 0.4 mmol), 4-chloro-6,7-bis(2-methoxyethoxy)quinazoline (0.125 g, 0.4 mmol) from Example 12A, and Cs2CO3 (0.20 g, 0.6 mmol) in isopropanol (5 mL) was heated at 90° C. overnight, to afford 1-{3-[6,7-bis(2-methoxyethoxy)quinazolin-4-ylthio]phenyl}-3-(5-tert-butylisoxazol-3-yl)urea. as solid. 1H NMR (300 MHz, DMSO-d6) δ 9.58 (s, 1H), 8.99 (s, 1H), 8.68 ... Starting materials: CCCCI, CN(C)C=O, [H-], O=C(Nc1ccccc1)c1ccccc1I, [Na+], O. The product is CCCCN(C(=O)c1ccccc1I)c1ccccc1. As a reaction SMILES: [CH2:8]([CH2:9][CH2:10][CH3:11])[I:12].[CH3:1][N:2]([CH3:3])[CH:4]=[O:5].[H-:6].[I:13][c:14]1[c:15]([C:16](=[O:17])[NH:18][c:19]2[cH:20][cH:21][cH:22][cH:23][cH:24]2)[cH:25][cH:26][cH:27][cH:28]1.[Na+:7].[OH2:29]>>[CH2:8]([CH2:9][CH2:10][CH3:11])[N:18]([C:16]([c:15]1[c:14]([I:13])[cH:28][cH:27][cH:26][cH:25]1)=[O:17])[c:19]1[cH:20][cH:21][cH:22][cH:23][cH:24]1. Reactants: OC(C(C)(C)O)C=1C=CC(=NC1)C(CCC(C(CC1CCOCC1)C1=NC=C(C=C1)SC)=O)=O (1-[5-(1,2-dihydroxy-2-methylpropyl)pyridin-2-yl]-5-[5-(methylsulfanyl)pyridin-2-yl]-6-(tetrahydro-2H-pyran-4-yl)hexane-1,4-dione), C(C)(=O)[O-].[NH4+] (ammonium acetate), [OH-].[Na+] (sodium hydroxide). Run in C(C)(=O)O (acetic acid). Conditions: temperature 80 celsius, time 3 hour. Product: CC(C(O)C=1C=NC(=CC1)C=1NC(=CC1)C(CC1CCOCC1)C1=NC=C(C=C1)SC)(C)O (2-methyl-1-[6-(5-{1-[5-(methylsulfanyl)pyridin-2-yl]-2-(tetrahydro-2H-pyran-4-yl)ethyl}-1H-pyrrol-2-yl)pyridin-3-yl]propane-1,2-diol). The yield is 78.6%. RXN SMILES: [OH:1][CH:2]([C:7]1[CH:8]=[CH:9][C:10]([C:13](=O)[CH2:14][CH2:15][C:16](=O)[CH:17]([C:25]2[CH:30]=[CH:29][C:28]([S:31][CH3:32])=[CH:27][N:26]=2)[CH2:18][CH:19]2[CH2:24][CH2:23][O:22][CH2:21][CH2:20]2)=[N:11][CH:12]=1)[C:3]([OH:6])([CH3:5])[CH3:4].C([O-])(=O)C.[NH4+:39].[OH-].[Na+]>C(O)(=O)C>[CH3:4][C:3]([OH:6])([CH3:5])[CH:2]([C:7]1[CH:12]=[N:11][C:10]([C:13]2[NH:39][C:16]([CH:17]([C:25]3[CH:30]=[CH:29][C:28]([S:31][CH3:32])=[CH:27][N:26]=3)[CH2:18][CH:19]3[CH2:24][CH2:23][O:22][CH2:21][CH2:20]3)=[CH:15][CH:14]=2)=[CH:9][CH:8]=1)[OH:1] |f:1.2,3.4|. Procedure details: A mixture of 1-[5-(1,2-dihydroxy-2-methylpropyl)pyridin-2-yl]-5-[5-(methylsulfanyl)pyridin-2-yl]-6-(tetrahydro-2H-pyran-4-yl)hexane-1,4-dione (0.49 g), ammonium acetate (0.39 g) and acetic acid (5 mL) was stirred at 80° C. for 3 hr. The reaction mixture was neutralized with 8M aqueous sodium hydroxide solution, and extracted with ethyl acetate. The ethyl acetate layer was washed with saturated brine, dried (MgSO4) and concentrated. The residue was subjected to basic silica gel column chromatogra... Reactants: O=c1[nH]ncn1-c1ccccc1C(F)(F)F, CC(O)C1(c2ccc(F)cc2F)CO1. Product: CC(n1ncn(-c2ccccc2C(F)(F)F)c1=O)C1(c2ccc(F)cc2F)CO1. RXN SMILES: [F:15][C:16]([c:17]1[c:18](-[n:23]2[c:24](=[O:28])[nH:25][n:26][cH:27]2)[cH:19][cH:20][cH:21][cH:22]1)([F:29])[F:30].[F:1][c:2]1[c:3]([C:9]2([CH:12]([CH3:13])[OH:14])[O:10][CH2:11]2)[cH:4][cH:5][c:6]([F:8])[cH:7]1>>[F:1][c:2]1[c:3]([C:9]2([CH:12]([CH3:13])[n:25]3[c:24](=[O:28])[n:23](-[c:18]4[c:17]([C:16]([F:15])([F:29])[F:30])[cH:22][cH:21][cH:20][cH:19]4)[cH:27][n:26]3)[O:10][CH2:11]2)[cH:4][cH:5][c:6]([F:8])[cH:7]1. Reactants: ClC1=CC(=CC=C1)C(=O)OO (M-chloroperbenzoic acid), C(#N)C=1C(=NC=C(C1)C1=CC=NC=C1)N1CCOCC1 (3-cyano-2-morpholino-5-(pyrid-4-yl)-pyridine). The solvent is C(Cl)(Cl)Cl (chloroform). Reaction conditions: time 48 hour. The product is C(#N)C=1C(=NC=C(C1)C1=CC=[N+](C=C1)[O-])N1CCOCC1 (3-Cyano-2-morpholino-5,4'-bipyridine-1'-oxide). Reaction SMILES: ClC1C=CC=C(C(OO)=[O:9])C=1.[C:12]([C:14]1[C:15]([N:26]2[CH2:31][CH2:30][O:29][CH2:28][CH2:27]2)=[N:16][CH:17]=[C:18]([C:20]2[CH:25]=[CH:24][N:23]=[CH:22][CH:21]=2)[CH:19]=1)#[N:13]>C(Cl)(Cl)Cl>[C:12]([C:14]1[C:15]([N:26]2[CH2:31][CH2:30][O:29][CH2:28][CH2:27]2)=[N:16][CH:17]=[C:18]([C:20]2[CH:21]=[CH:22][N+:23]([O-:9])=[CH:24][CH:25]=2)[CH:19]=1)#[N:13]. Procedure: 1.1 g M-chloroperbenzoic acid is added at room temperature with stirring to a solution of 1.3 g 3-cyano-2-morpholino-5-(pyrid-4-yl)-pyridine in 20 ml chloroform. The reaction mixture is stirred for 48 hours at room temperature. Subsequently it is extracted with a bicarbonate solution and the chloroform phase is evaporated under vacuum. The residue is treated with water, filtered off with suction, dried at 110° C., and crystallized from a mixture of isopropanol and ethanol. Yield: 1.0 g (73% of t...